The task is: describe an organic reaction: reactants, conditions, products, and yield. This data is from the Open Reaction Database (ORD), a public repository of structured organic reaction records. The reactants are S(N)(=O)(=O)Cl (Sulphamoyl chloride), C1(=CC=CC=C1)C (toluene), OC1=CC=C(C=C1)C(C1=CC=C(C=C1)O)N(C1=CC=C(C#N)C=C1)N1C=NN=C1 (4-{[Bis-(4-hydroxy-phenyl)-methyl]-[1,2,4]triazol-4-yl-amino}-benzonitrile). Solvent: C(C)(=O)OCC (Ethyl acetate), O (water), C(C)(=O)OCC (ethyl acetate), CN(C(C)=O)C (N,N-dimethylacetamide), O (water). Run at time 18 hour. Product: S(N)(=O)(=O)OC1=CC=C(C=C1)C(C1=CC=C(C=C1)OS(N)(=O)=O)N(C1=CC=C(C#N)C=C1)N1C=NN=C1 (4-{[Bis-(4-sulphamoyloxy-phenyl)-methyl]-[1,2,4]triazol-4-yl-amino}-benzonitrile). As a reaction SMILES: [S:1](Cl)(=[O:4])(=[O:3])[NH2:2].C1(C)C=CC=CC=1.[OH:13][C:14]1[CH:19]=[CH:18][C:17]([CH:20]([N:28]([N:37]2[CH:41]=[N:40][N:39]=[CH:38]2)[C:29]2[CH:36]=[CH:35][C:32]([C:33]#[N:34])=[CH:31][CH:30]=2)[C:21]2[CH:26]=[CH:25][C:24]([OH:27])=[CH:23][CH:22]=2)=[CH:16][CH:15]=1>C(OCC)(=O)C.O.CN(C)C(=O)C>[S:1]([O:13][C:14]1[CH:19]=[CH:18][C:17]([CH:20]([N:28]([N:37]2[CH:41]=[N:40][N:39]=[CH:38]2)[C:29]2[CH:36]=[CH:35][C:32]([C:33]#[N:34])=[CH:31][CH:30]=2)[C:21]2[CH:26]=[CH:25][C:24]([O:27][S:1](=[O:4])(=[O:3])[NH2:2])=[CH:23][CH:22]=2)=[CH:16][CH:15]=1)(=[O:4])(=[O:3])[NH2:2]. Procedure: Sulphamoyl chloride solution in toluene (5 mL, 0.7 M, 3.5 mmol) was concentrated under reduced pressure (30° C. water bath temperature) to ca. 1 mL volume. The residue was cooled to 0° C. (ice bath) and N,N-dimethylacetamide (5 mL) was added. 4-{[Bis-(4-hydroxy-phenyl)-methyl]-[1,2,4]triazol-4-yl-amino}-benzonitrile (CAB2070, 250 mg, 0.65 mmol) was added to the colourless solution and the mixture was stirred for 18 h at, room temperature. Ethyl acetate (50 mL) and water (30 mL) were added to the... The reactants are Oc1ccc(F)cn1, O, O=[N+]([O-])O, O=S(=O)(O)O. Product: O=[N+]([O-])c1cc(F)cnc1O. RXN SMILES: [F:5][c:6]1[cH:7][cH:8][c:9]([OH:12])[n:10][cH:11]1.[OH2:13].[OH:1][N+:2]([O-:3])=[O:4].[S:14](=[O:15])(=[O:16])([OH:17])[OH:18]>>[O-:1][N+:2](=[O:4])[c:8]1[cH:7][c:6]([F:5])[cH:11][n:10][c:9]1[OH:12]. The reactants are BrC=1C=NC=2N(C1)N=C(C2)C(=O)O (6-bromo-pyrazolo[1,5-a]pyrimidine-2-carboxylic acid), CC1=CC=2C(NCCC2O1)C (2,4-Dimethyl-4,5,6,7-tetrahydro-furo[3,2-c]pyridine). The product is BrC=1C=NC=2N(C1)N=C(C2)C(=O)N2C(C1=C(CC2)OC(=C1)C)C ((6-Bromo-pyrazolo[1,5-a]pyrimidin-2-yl)-(2,4-dimethyl-6,7-dihydro-4H-furo[3,2-c]pyridin-5-yl)-methanone). Yield: 12.0%. Reaction SMILES: [Br:1][C:2]1[CH:3]=[N:4][C:5]2[N:6]([N:8]=[C:9]([C:11]([OH:13])=O)[CH:10]=2)[CH:7]=1.[CH3:14][C:15]1[O:23][C:22]2[CH2:21][CH2:20][NH:19][CH:18]([CH3:24])[C:17]=2[CH:16]=1>>[Br:1][C:2]1[CH:3]=[N:4][C:5]2[N:6]([N:8]=[C:9]([C:11]([N:19]3[CH2:20][CH2:21][C:22]4[O:23][C:15]([CH3:14])=[CH:16][C:17]=4[CH:18]3[CH3:24])=[O:13])[CH:10]=2)[CH:7]=1. Reported procedure: In close analogy to the procedure described in Example 1, 6-bromo-pyrazolo[1,5-a]pyrimidine-2-carboxylic acid is reacted with 2,4-Dimethyl-4,5,6,7-tetrahydro-furo[3,2-c]pyridine to provide the title compound. Reactants: ClC1=NC=C(C(=N1)Cl)[N+](=O)[O-] (2,4-dichloro-5-nitro-pyrimidine), C(=O)(O)[O-].[Na+] (NaHCO3), C(C)OC(C1=CC=C(C=C1)O)=O (4-hydroxy-benzoic acid ethyl ester). Run in CC(=O)C (acetone), CC(=O)C (acetone). Reaction conditions: temperature 0 celsius, time 1 hour. Yields the product C(C)OC(C1=CC=C(C=C1)OC1=NC(=NC=C1[N+](=O)[O-])Cl)=O (4-(2-Chloro-5-nitro-pyrimidin-4-yloxy)-benzoic acid ethyl ester). Reaction SMILES: [Cl:1][C:2]1[N:7]=[C:6](Cl)[C:5]([N+:9]([O-:11])=[O:10])=[CH:4][N:3]=1.C([O-])(O)=O.[Na+].[CH2:17]([O:19][C:20](=[O:28])[C:21]1[CH:26]=[CH:25][C:24]([OH:27])=[CH:23][CH:22]=1)[CH3:18]>CC(C)=O>[CH2:17]([O:19][C:20](=[O:28])[C:21]1[CH:26]=[CH:25][C:24]([O:27][C:6]2[C:5]([N+:9]([O-:11])=[O:10])=[CH:4][N:3]=[C:2]([Cl:1])[N:7]=2)=[CH:23][CH:22]=1)[CH3:18] |f:1.2|. Procedure: To a suspension of Compound 1a (2.0 g; 10.31 mmol) and 0.5N NaHCO3 (20 mL; 10 mmol) in acetone (60 mL) was added a solution of 4-hydroxy-benzoic acid ethyl ester (1.71 g; 10.29 mmol) in acetone (20 mL) dropwise at 0° C. The mixture was stirred at 0° C. for 1 h. The reaction mixture was concentrated under reduced pressure. The resultant residue was extracted with EtOAc (2×20 mL). The organic layer was washed with brine and dried over MgSO4 and concentrated. The crude product was purified by norma... Reactants: CC(C)(C)[Si](C)(C)Cl, Cc1n[nH]c2cccc(O)c12, CN(C)C=O, O, c1c[nH]cn1. Yields the product Cc1n[nH]c2cccc(O[Si](C)(C)C(C)(C)C)c12. As a reaction SMILES: [C:17]([CH3:18])([CH3:19])([CH3:20])[Si:21]([Cl:22])([CH3:23])[CH3:24].[CH3:1][c:2]1[n:3][nH:4][c:5]2[cH:6][cH:7][cH:8][c:9]([OH:11])[c:10]12.[CH3:26][N:27]([CH3:28])[CH:29]=[O:30].[OH2:25].[nH:12]1[cH:13][cH:14][n:15][cH:16]1>>[CH3:1][c:2]1[n:3][nH:4][c:5]2[cH:6][cH:7][cH:8][c:9]([O:11][Si:21]([C:17]([CH3:18])([CH3:19])[CH3:20])([CH3:23])[CH3:24])[c:10]12. The solvent is CC(=O)C (acetone). Reaction conditions: time 20 hour. Reported procedure: To a mixture of 8-benzylamino-6,7,8,9-tetrahydro-5H-benzocyclohepten-2-ol (970 mg) and 1,1,1-trichloro-2-methyl-2-propanol hydrate (1.28 g) in acetone (30 ml) was added portionwise powder KOH (1.71 g) and the mixture was stirred for 20 hours at ambient temperature. After the solvent was evaporated in vacuo, the residue was poured into 1N sodium hydroxide (30 ml) and washed with diethyl ether. The pH of the aqueous layer was adjusted to 6.0 with 3N hydrochloric acid. The precipitates were filtere... Isolated yield 39.8%. Starting materials: C(C1=CC=CC=C1)NC1CCCC2=C(C1)C=C(C=C2)O (8-benzylamino-6,7,8,9-tetrahydro-5H-benzocyclohepten-2-ol), O.ClC(C(C)(O)C)(Cl)Cl (1,1,1-trichloro-2-methyl-2-propanol hydrate), [OH-].[K+] (KOH). As a reaction SMILES: [CH2:1]([NH:8][CH:9]1[CH2:15][C:14]2[CH:16]=[C:17]([OH:20])[CH:18]=[CH:19][C:13]=2[CH2:12][CH2:11][CH2:10]1)[C:2]1[CH:7]=[CH:6][CH:5]=[CH:4][CH:3]=1.[OH2:21].Cl[C:23](Cl)(Cl)[C:24]([CH3:27])(O)[CH3:25].[OH-:30].[K+]>CC(C)=O>[CH2:1]([NH:8][CH:9]1[CH2:15][C:14]2[CH:16]=[C:17]([O:20][C:24]([CH3:27])([CH3:25])[C:23]([OH:30])=[O:21])[CH:18]=[CH:19][C:13]=2[CH2:12][CH2:11][CH2:10]1)[C:2]1[CH:3]=[CH:4][CH:5]=[CH:6][CH:7]=1 |f:1.2,3.4|. The product is C(C1=CC=CC=C1)NC1CCCC2=C(C1)C=C(C=C2)OC(C(=O)O)(C)C (2-[8-benzylamino-6,7,8,9-tetrahydro-5H-benzocyclohepten-2-yloxy]-2-methylpropionic acid). Reactants: N1=CC=C(C=C1)OC1CN(C1)C(=O)OC(C)(C)C (tert-Butyl 3-(pyridin-4-yloxy)azetidine-1-carboxylate), C(=O)(C(F)(F)F)O (TFA). Solvent: ClCCCl (DCE). Reaction conditions: time 5 hour. Yields the product N1CC(C1)OC1=CC=NC=C1 (4-(azetidin-3-yloxy)pyridine). Isolated yield 90.4%. As a reaction SMILES: [N:1]1[CH:6]=[CH:5][C:4]([O:7][CH:8]2[CH2:11][N:10](C(OC(C)(C)C)=O)[CH2:9]2)=[CH:3][CH:2]=1.C(O)(C(F)(F)F)=O>ClCCCl>[NH:10]1[CH2:11][CH:8]([O:7][C:4]2[CH:5]=[CH:6][N:1]=[CH:2][CH:3]=2)[CH2:9]1. Procedure: tert-Butyl 3-(pyridin-4-yloxy)azetidine-1-carboxylate (494 mg) was mixed with DCE (5 ml), and TFA (2 ml) was added thereto, followed by stirring at room temperature for 5 hours. The reaction mixture was concentrated under reduced pressure, and the obtained residue was purified by basic silica gel column chromatography (CHCl3/MeOH) to obtain 4-(azetidin-3-yloxy)pyridine (268 mg). Starting materials: N1(CCNCC1)C(=O)OC(C)(C)C (tert-butyl 1-piperazinecarboxylate), C(=S)(N1C=NC=C1)N1C=NC=C1 (1,1′-thiocarbonyldiimidazole), N (ammonia), C1(=CC=CC=C1)S(=O)(=O)C1OC1C(F)(F)F (2-benzenesulfonyl-3-trifluoromethyl-oxirane), C(C)(C)(C)OC(=O)N1CCN(CC1)C(N)=S (4-thiocarbamoyl-piperazine-1-carboxylic acid tert-butyl ester). Run in CN(C=O)C (N,N-dimethylformamide). Conditions: temperature 90 celsius. The product is C(C)(C)(C)OC(=O)N1CCN(CC1)C=1SC(=CN1)C(F)(F)F (4-(5-Trifluoromethyl-thiazol-2-yl)-piperazine-1-carboxylic acid tert-butyl ester). The yield is 26.0%. Reaction SMILES: C1(S([CH:10]2[CH:12]([C:13]([F:16])([F:15])[F:14])O2)(=O)=O)C=CC=CC=1.[C:17]([O:21][C:22]([N:24]1[CH2:29][CH2:28][N:27]([C:30](=[S:32])[NH2:31])[CH2:26][CH2:25]1)=[O:23])([CH3:20])([CH3:19])[CH3:18].N1(C(OC(C)(C)C)=O)CCNCC1.C(N1C=CN=C1)(N1C=CN=C1)=S.N>CN(C)C=O>[C:17]([O:21][C:22]([N:24]1[CH2:25][CH2:26][N:27]([C:30]2[S:32][C:12]([C:13]([F:14])([F:15])[F:16])=[CH:10][N:31]=2)[CH2:28][CH2:29]1)=[O:23])([CH3:20])([CH3:18])[CH3:19]. Reported procedure: To a solution of 17.5 mmol 2-benzenesulfonyl-3-trifluoromethyl-oxirane in 20 ml N,N-dimethylformamide was added 15.9 mmol 4-thiocarbamoyl-piperazine-1-carboxylic acid tert-butyl ester (prepared from tert-butyl 1-piperazinecarboxylate, 1,1′-thiocarbonyldiimidazole and ammonia according to the procedure of J. Med. Chem. 1998, 41, 5037–5054). The mixture was heated at 90° C. for 10 h. The reaction mixture was then concentrated in vacuo and the residue purified by chromatography (SiO2, ethyl acetate... Starting materials: C(=O)(O)[O-].[Na+] (NaHCO3), C(=O)C=1C=C(OC=2C=C(C=CC2)NS(=O)(=O)C2=CC=CC=C2)C=CC1[N+](=O)[O-] (N-[3-(3-formyl-4-nitrophenoxy)-phenyl]-benzenesulfonamide), C(CC)N (propylamine), [BH-](OC(=O)C)(OC(=O)C)OC(=O)C.[Na+] (NaBH(OAc)3). Solvent: ClCCCl (DCE). Product: [N+](=O)([O-])C1=C(C=C(OC=2C=C(C=CC2)NS(=O)(=O)C2=CC=CC=C2)C=C1)CNCCC (N-[3-(4-Nitro-3-propylaminomethyl-phenoxy)-phenyl]-benzenesulfonamide). RXN SMILES: [CH:1]([C:3]1[CH:4]=[C:5]([CH:23]=[CH:24][C:25]=1[N+:26]([O-:28])=[O:27])[O:6][C:7]1[CH:8]=[C:9]([NH:13][S:14]([C:17]2[CH:22]=[CH:21][CH:20]=[CH:19][CH:18]=2)(=[O:16])=[O:15])[CH:10]=[CH:11][CH:12]=1)=O.[CH2:29]([NH2:32])[CH2:30][CH3:31].[BH-](OC(C)=O)(OC(C)=O)OC(C)=O.[Na+].C([O-])(O)=O.[Na+]>ClCCCl>[N+:26]([C:25]1[CH:24]=[CH:23][C:5]([O:6][C:7]2[CH:8]=[C:9]([NH:13][S:14]([C:17]3[CH:18]=[CH:19][CH:20]=[CH:21][CH:22]=3)(=[O:15])=[O:16])[CH:10]=[CH:11][CH:12]=2)=[CH:4][C:3]=1[CH2:1][NH:32][CH2:29][CH2:30][CH3:31])([O-:28])=[O:27] |f:2.3,4.5|. Procedure details: Under N2, a mixture of N-[3-(3-formyl-4-nitrophenoxy)-phenyl]-benzenesulfonamide (0.0060 mol) and propylamine (0.0085 mol) in DCE (50 mL) was stirred at room temperature, then NaBH(OAc)3 (0.0080 mol) was added and the reaction mixture was stirred overnight at room temperature. A saturated NaHCO3 solution (50 mL) was added and the layers were separated. The organic layer was dried, filtered off and the solvent was evaporated. The residue was purified over silica gel filter (eluent: 98:2 CH2Cl2:CH... Starting materials: CN1N=C(C(=NC1=O)C)C1=CC=CC=C1 (2,5-dimethyl-6-phenyl-1,2,4-triazin-3(2H)-one), C[Mg]I (methylmagnesium iodide), [Cl-].[NH4+] (ammonium chloride), CI (methyl iodide), [Mg] (magnesium), Grignard reagent. Run in C1=CC=CC=C1 (benzene), C(C)OCC (diethyl ether). Run at time 1 hour. Yields the product C1(=CC=CC=C1)C=1C(NC(N(N1)C)=O)(C)C (6-phenyl-2,5,5-trimethyl-4.5-dihydro-1,2,4-triazin-3(2H)-one). RXN SMILES: [CH3:1][N:2]1[C:7](=[O:8])[N:6]=[C:5]([CH3:9])[C:4]([C:10]2[CH:15]=[CH:14][CH:13]=[CH:12][CH:11]=2)=[N:3]1.[CH3:16][Mg]I.CI.[Mg].[Cl-].[NH4+]>C1C=CC=CC=1.C(OCC)C>[C:10]1([C:4]2[C:5]([CH3:16])([CH3:9])[NH:6][C:7](=[O:8])[N:2]([CH3:1])[N:3]=2)[CH:15]=[CH:14][CH:13]=[CH:12][CH:11]=1 |f:4.5|. Procedure: A hot solution of 2,5-dimethyl-6-phenyl-1,2,4-triazin-3(2H)-one (5 g) in benzene (60 ml) was added dropwise to a stirred solution of methylmagnesium iodide prepared from methyl iodide (17.5 g) and magnesium turnings (3 g) in diethyl ether (80 ml) at room temperature. The solution was refluxed under heating for 40 minutes and then allowed to stand for 1 hour at room temperature. The solution was treated with a saturated aqueous solution of ammonium chloride to decompose excess Grignard reagent. T...